This data is from the Open Reaction Database (ORD), a public repository of structured organic reaction records. The task is: describe an organic reaction: reactants, conditions, products, and yield The reactants are O (water), O1C(=CC=C1)P(C=1OC=CC1)C=1OC=CC1 (tri(2-furyl)phosphine), C(C)(C)(C)OC(=O)N1N=C(C2=CC=CC=C12)I (1-t-butoxycarbonyl-3-iodo-1H-indazole), [Br-].C(C)C1=CC=C(C[Zn+])C=C1 (4-ethylbenzylzinc bromide). The reagents and catalysts are C=1C=CC(=CC1)/C=C/C(=O)/C=C/C2=CC=CC=C2.C=1C=CC(=CC1)/C=C/C(=O)/C=C/C2=CC=CC=C2.C=1C=CC(=CC1)/C=C/C(=O)/C=C/C2=CC=CC=C2.[Pd].[Pd] (tris(dibenzylideneacetone)dipalladium). Run in O1CCCC1 (tetrahydrofuran). The product is C(C)(C)(C)OC(=O)N1N=C(C2=CC=CC=C12)CC1=CC=C(C=C1)CC (1-t-butoxycarbonyl-3-(4-ethylphenylmethyl)-1H-indazole). Reaction SMILES: O1C=CC=C1P(C1OC=CC=1)C1OC=CC=1.[C:17]([O:21][C:22]([N:24]1[C:32]2[C:27](=[CH:28][CH:29]=[CH:30][CH:31]=2)[C:26](I)=[N:25]1)=[O:23])([CH3:20])([CH3:19])[CH3:18].[Br-].[CH2:35]([C:37]1[CH:44]=[CH:43][C:40]([CH2:41][Zn+])=[CH:39][CH:38]=1)[CH3:36].O>O1CCCC1.C1C=CC(/C=C/C(/C=C/C2C=CC=CC=2)=O)=CC=1.C1C=CC(/C=C/C(/C=C/C2C=CC=CC=2)=O)=CC=1.C1C=CC(/C=C/C(/C=C/C2C=CC=CC=2)=O)=CC=1.[Pd].[Pd]>[C:17]([O:21][C:22]([N:24]1[C:32]2[C:27](=[CH:28][CH:29]=[CH:30][CH:31]=2)[C:26]([CH2:41][C:40]2[CH:43]=[CH:44][C:37]([CH2:35][CH3:36])=[CH:38][CH:39]=2)=[N:25]1)=[O:23])([CH3:20])([CH3:19])[CH3:18] |f:2.3,6.7.8.9.10|. Reported procedure: A solution of tris(dibenzylideneacetone)dipalladium (0) (167 mg) and tri(2-furyl)phosphine (135 mg) in tetrahydrofuran (20 ml) was stirred at room temperature for 5 minutes under argon atmosphere. Thereto were added 1-t-butoxycarbonyl-3-iodo-1H-indazole (2.0 g) and the above 4-ethylbenzylzinc bromide (N,N-dimethylformamide solution) at 0° C., and the mixture was stirred at room temperature for 5 hours. The reaction mixture was poured into water, and the mixture was extracted with diethyl ether. ... Starting materials: [Na] (sodium), COC=1C=C(C=CC1)S (3-methoxythiophenol), BrC1=C(C=CC=C1)CC(=O)O (2-bromophenylacetic acid), CN(C)C=O (DMF), Cl (hydrochloric acid). The reagents and catalysts are [Cu]Cl (copper(I) chloride). Solvent: O (water), CO (methanol). Yields the product COC=1C=C(C=CC1)SC1=C(C=CC=C1)CC(=O)OC (methyl 2-(3-methoxyphenylthio)phenylacetate). Isolated yield 91.0%. RXN SMILES: [Na].[CH3:2][O:3][C:4]1[CH:5]=[C:6]([SH:10])[CH:7]=[CH:8][CH:9]=1.Br[C:12]1[CH:17]=[CH:16][CH:15]=[CH:14][C:13]=1[CH2:18][C:19]([OH:21])=[O:20].Cl.[CH3:23]N(C=O)C>[Cu]Cl.CO.O>[CH3:2][O:3][C:4]1[CH:5]=[C:6]([S:10][C:12]2[CH:17]=[CH:16][CH:15]=[CH:14][C:13]=2[CH2:18][C:19]([O:21][CH3:23])=[O:20])[CH:7]=[CH:8][CH:9]=1 |^1:0|. Procedure: A mixture of the sodium salt of 3-methoxythiophenol [prepared by treatment of 3-methoxythiophenol (2.8 g) with sodium hydroxide (0.8 g) in methanol (20 ml) followed by evaporation to dryness], 2-bromophenylacetic acid (4.3 g) and copper(I) chloride (0.4 g) in dry DMF (25 ml) was heated overnight at reflux. The reaction mixture was cooled, poured into water and acidified with dilute hydrochloric acid. The aqueous mixture was extracted with ether (×3) and the combined ether extracts were extracted... The reactants are C1(=C(C=CC=C1)N)N (o-Phenylenediamine), CC1(C)CS1 (isobutylene sulfide). Run in CCOCC (ether). Conditions: temperature 80 celsius. Yields the product NC1=C(C=CC=C1)NCC(C)(C)S (2-amino-1-(2-mercapto-2-methylpropylamino)benzene). Isolated yield 26.4%. RXN SMILES: [C:1]1([NH2:8])[CH:6]=[CH:5][CH:4]=[CH:3][C:2]=1[NH2:7].[CH3:9][C:10]1([S:13][CH2:12]1)[CH3:11]>CCOCC>[NH2:7][C:2]1[CH:3]=[CH:4][CH:5]=[CH:6][C:1]=1[NH:8][CH2:9][C:10]([SH:13])([CH3:12])[CH3:11]. Procedure: o-Phenylenediamine (15.31 g, 1.42×10-1 mol, 100 M%) and 12.46 g (1.42×10-1 mol, 100 M%) isobutylene sulfide (Synder et al, J. Am. Chem. Soc. 69: 2672-2674, 1947) were mixed in a Parr bomb and heated in an oven at 80° C. for 18 hr. The bomb was cooled to room temperature and then opened. The crude brown oil contained some solid. The mixture was dissolved in 150 ml ether (some white solid did not dissolve), washed with saturated aqueous NaCl solution, and the solvent was removed on the rotary evap... Starting materials: C(C)(C)(C)OC(=O)N1[C@@H](CC(C1)=NOC)C(=O)O ((2S,4EZ)-1-(tert-butoxycarbonyl)-4-(methoxyimino)-2-pyrrolidine-carboxylic acid), ON=C(CSC=1SC=CC1)N (N′-hydroxy-2-(2-thienylsulfanyl) ethanimidamide), C(C)(C)(C)OC(=O)N1[C@@H](CC(C1)=NOC)C(=O)O ((2S,4EZ)-1-(tert-butoxycarbonyl)-4-(methoxyimino)-2-pyrrolidine-carboxylic acid), C1(=CC=C(C=C1)C(=O)Cl)C1=CC=CC=C1 ([1,1′-biphenyl]-4-carbonyl chloride). Product: CON=C1CN([C@@H](C1)C1=NC(=NO1)CSC=1SC=CC1)C(=O)C1=CC=C(C=C1)C1=CC=CC=C1 ((3EZ,5S)-1-([1,1′-biphenyl]-4-ylcarbonyl)-5-{3-[(2-thienylsulfanyl)methyl]-1,2,4-oxadiazol-5-yl}-3-pyrrolidinone O-methyloxime). Reaction SMILES: C(O[C:6]([N:8]1[CH2:12][C:11](=[N:13][O:14][CH3:15])[CH2:10][C@H:9]1[C:16]([OH:18])=O)=[O:7])(C)(C)C.[C:19]1([C:28]2[CH:33]=[CH:32][CH:31]=[CH:30][CH:29]=2)[CH:24]=[CH:23][C:22](C(Cl)=O)=[CH:21][CH:20]=1.O[N:35]=[C:36]([NH2:44])[CH2:37][S:38][C:39]1[S:40][CH:41]=[CH:42][CH:43]=1>>[CH3:15][O:14][N:13]=[C:11]1[CH2:10][C@@H:9]([C:16]2[O:18][N:44]=[C:36]([CH2:37][S:38][C:39]3[S:40][CH:41]=[CH:42][CH:43]=3)[N:35]=2)[N:8]([C:6]([C:31]2[CH:30]=[CH:29][C:28]([C:19]3[CH:20]=[CH:21][CH:22]=[CH:23][CH:24]=3)=[CH:33][CH:32]=2)=[O:7])[CH2:12]1. Procedure details: Following the general method as outlined in Example 59, starting from (2S,4EZ)-1-(tert-butoxycarbonyl)-4-(methoxyimino)-2-pyrrolidine-carboxylic acid (Intermediate 2), [1,1′-biphenyl]-4-carbonyl chloride, and N′-hydroxy-2-(2-thienylsulfanyl) ethanimidamide, the title compound was obtained in 81% purity by HPLC. MS(ESI+): m/z=491.4. Reaction conditions: time 1 hour. RXN SMILES: [CH2:1]([NH:4][C:5]1[CH:6]=[C:7]([CH2:11][C:12]([OH:14])=[O:13])[CH:8]=[CH:9][CH:10]=1)[CH:2]=[CH2:3].[H-].[Na+].[CH3:17]I>CN(C)P(N(C)C)(N(C)C)=O>[CH2:1]([NH:4][C:5]1[CH:6]=[C:7]([CH2:11][C:12]([O:14][CH3:17])=[O:13])[CH:8]=[CH:9][CH:10]=1)[CH:2]=[CH2:3] |f:1.2|. Starting materials: C(C=C)NC=1C=C(C=CC1)CC(=O)O (3-(allylamino)phenylacetic acid), [H-].[Na+] (sodium hydride), CI (methyl iodide). Solvent: CN(P(=O)(N(C)C)N(C)C)C (hexamethylphosphoramide), CN(P(=O)(N(C)C)N(C)C)C (hexamethylphosphoramide). The product is C(C=C)NC=1C=C(C=CC1)CC(=O)OC (methyl 3-(allylamino)phenylacetate). Reported procedure: A solution of 20.7 g. of 3-(allylamino)phenylacetic acid in 25 ml. of hexamethylphosphoramide is added to a stirred mixture of 0.800 g. of sodium hydride (57% in mineral oil) and 25 ml. of hexamethylphosphoramide. The solution which forms after one hour is treated with 11.0 g. of methyl iodide and is then stirred at 25° C. for 18 hours. Dilution with water followed by filtration affords a white solid which is crystallized from ethanol to yield methyl 3-(allylamino)phenylacetate Yield: 82.4%. Product: C(C)(C)(C)C=1C=C2CCC(C(C2=CC1)(O)C)CN1CCCCC1 (6-tert-butyl-1-methyl-2-piperidinomethyl-1,2,3,4-tetrahydronaphthalen-1-ol). RXN SMILES: [C:1]([C:5]1[CH:6]=[C:7]2[C:12](=[CH:13][CH:14]=1)[C:11](=[O:15])[CH:10]([CH2:16][N:17]1[CH2:22][CH2:21][CH2:20][CH2:19][CH2:18]1)[CH2:9][CH2:8]2)([CH3:4])([CH3:3])[CH3:2].[CH3:23][Mg]I.[Cl-].[NH4+]>C(OCC)C>[C:1]([C:5]1[CH:6]=[C:7]2[C:12](=[CH:13][CH:14]=1)[C:11]([CH3:23])([OH:15])[CH:10]([CH2:16][N:17]1[CH2:22][CH2:21][CH2:20][CH2:19][CH2:18]1)[CH2:9][CH2:8]2)([CH3:4])([CH3:2])[CH3:3] |f:2.3|. Starting materials: C(C)(C)(C)C=1C=C2CCC(C(C2=CC1)=O)CN1CCCCC1 (6-Tert-butyl-2-piperidinomethyl-1,2,3,4-tetrahydronaphthalen-1-one), C[Mg]I (methylmagnesium iodide), solid, [Cl-].[NH4+] (ammonium chloride). Procedure: 6-Tert-butyl-2-piperidinomethyl-1,2,3,4-tetrahydronaphthalen-1-one (4.4 g, 0.015 mol) in diethyl ether (40 ml) was added to an ethereal solution of methylmagnesium iodide [prepared from methyl iodide (1.9 ml, 0.03 mol) and magnesium (0.72 g, 0.03 mol)] at such a rate as to maintain reflux. It was refluxed for 1 hour, cooled and treated with saturated ammonium chloride solution (100 ml) and refluxed for 30 minutes. The ether was separated and the aqueous extracted with further ether, the combined... Run in C(C)OCC (diethyl ether), petroleum. Starting materials: N1=CC(=CC=C1)B(O)O (3-pyridineboronic acid), C([O-])([O-])=O.[K+].[K+] (potassium carbonate), C(C)(C)O (iso-propanol), tetrakis-(triphenylphosphine)palladium, C(C1=CC=CC=C1)[C@@H](C(=O)N1CCN(CC1)CC1=CC=CC=C1)N(C(C=CC1=CC=C(C=C1)C(F)(F)F)=O)CC1=CC=C(C=C1)Br (N—[(S)-1-benzyl-2-(4-benzyl-piperazin-1-yl)-2-oxo-ethyl]-N-(4-bromo-benzyl)-3-(4-trifluoromethyl-phenyl)-acrylamide). Solvent: C1(=CC=CC=C1)C (toluene), O (water). Conditions: temperature 100 celsius, time 3 hour. Yields the product C(C1=CC=CC=C1)[C@@H](C(=O)N1CCN(CC1)CC1=CC=CC=C1)N(C(C=CC1=CC=C(C=C1)C(F)(F)F)=O)CC1=CC=C(C=C1)C=1C=NC=CC1 (N—[(S)-1-benzyl-2-(4-benzyl-piperazin-1-yl)-2-oxo-ethyl]-N-(4-pyridin-3-yl-benzyl)-3-(4-trifluoromethyl-phenyl)-acrylamide). Isolated yield 35.0%. RXN SMILES: [CH2:1]([C@H:8]([N:24]([CH2:39][C:40]1[CH:45]=[CH:44][C:43](Br)=[CH:42][CH:41]=1)[C:25](=[O:38])[CH:26]=[CH:27][C:28]1[CH:33]=[CH:32][C:31]([C:34]([F:37])([F:36])[F:35])=[CH:30][CH:29]=1)[C:9]([N:11]1[CH2:16][CH2:15][N:14]([CH2:17][C:18]2[CH:23]=[CH:22][CH:21]=[CH:20][CH:19]=2)[CH2:13][CH2:12]1)=[O:10])[C:2]1[CH:7]=[CH:6][CH:5]=[CH:4][CH:3]=1.[N:47]1[CH:52]=[CH:51][CH:50]=[C:49](B(O)O)[CH:48]=1.C(=O)([O-])[O-].[K+].[K+].C(O)(C)C>C1(C)C=CC=CC=1.O>[CH2:1]([C@H:8]([N:24]([CH2:39][C:40]1[CH:45]=[CH:44][C:43]([C:49]2[CH:48]=[N:47][CH:52]=[CH:51][CH:50]=2)=[CH:42][CH:41]=1)[C:25](=[O:38])[CH:26]=[CH:27][C:28]1[CH:33]=[CH:32][C:31]([C:34]([F:37])([F:36])[F:35])=[CH:30][CH:29]=1)[C:9]([N:11]1[CH2:16][CH2:15][N:14]([CH2:17][C:18]2[CH:23]=[CH:22][CH:21]=[CH:20][CH:19]=2)[CH2:13][CH2:12]1)=[O:10])[C:2]1[CH:7]=[CH:6][CH:5]=[CH:4][CH:3]=1 |f:2.3.4|. Procedure: In an inert atmosphere, N—[(S)-1-benzyl-2-(4-benzyl-piperazin-1-yl)-2-oxo-ethyl]-N-(4-bromo-benzyl)-3-(4-trifluoromethyl-phenyl)-acrylamide (60 mg, 0.087 mmol) was dissolved in toluene (0.5 mL) followed by the addition of 3-pyridineboronic acid (11 mg, 0.087 mmol), 2M potassium carbonate solution (0.5 mL) and iso-propanol (0.5 mL). The mixture was degassed with argon for 5 min and heated to 100° C. followed by the addition of tetrakis-(triphenylphosphine)palladium (3 mg, 0.003 mmol). The mixture...